From a dataset of the Open Reaction Database (ORD), a public repository of structured organic reaction records. describe an organic reaction: reactants, conditions, products, and yield Reactants: Acyl-CoA, P(O)(=O)(OP(=O)(O)OP(=O)(O)O)OC[C@@H]1[C@H]([C@H]([C@@H](O1)N1C=NC=2C(N)=NC=NC12)O)O (ATP), [Mg+2].[Cl-].[Cl-] (MgCl2), [C@@H]1([C@H](O)[C@H](OP(=O)(O)O)[C@@H](COP(=O)(O)OP(=O)(O)OCC(C)(C)[C@@H](O)C(=O)NCCC(=O)NCCS)O1)N1C=NC=2C(N)=NC=NC12 (coenzyme A), O[C@@H](CC(=O)[O-])CCCCC ((R)-3-hydroxyoctanoate). Solvent: C(C(CO)(CO)N)O.Cl (Tris-HCl). Yields the product O[C@@H](CC(=O)SCCNC(CCNC([C@@H](C(COP(OP(OC[C@@H]1[C@H]([C@H]([C@@H](O1)N1C=NC=2C(N)=NC=NC12)O)OP(=O)(O)O)(=O)O)(=O)O)(C)C)O)=O)=O)CCCCC ((R)-3-hydroxyoctanoyl-CoA), thioester. RXN SMILES: P(OC[C@H]1O[C@@H](N2C3N=CN=C(N)C=3N=C2)[C@H](O)[C@@H]1O)(OP(OP(O)(O)=O)(O)=O)(=O)O.[Mg+2].[Cl-].[Cl-].[C@@H:35]1([N:73]2[C:82]3[N:81]=[CH:80][N:79]=[C:77]([NH2:78])[C:76]=3[N:75]=[CH:74]2)[O:72][C@H:44]([CH2:45][O:46][P:47]([O:50][P:51]([O:54][CH2:55][C:56]([C@H:59]([C:61]([NH:63][CH2:64][CH2:65][C:66]([NH:68][CH2:69][CH2:70][SH:71])=[O:67])=[O:62])[OH:60])([CH3:58])[CH3:57])([OH:53])=[O:52])([OH:49])=[O:48])[C@@H:38]([O:39][P:40]([OH:43])([OH:42])=[O:41])[C@H:36]1[OH:37].[OH:83][C@H:84]([CH2:89][CH2:90][CH2:91][CH2:92][CH3:93])[CH2:85][C:86]([O-])=[O:87]>C(O)C(N)(CO)CO.Cl>[OH:83][C@H:84]([CH2:89][CH2:90][CH2:91][CH2:92][CH3:93])[CH2:85][C:86]([S:71][CH2:70][CH2:69][NH:68][C:66](=[O:67])[CH2:65][CH2:64][NH:63][C:61](=[O:62])[C@H:59]([OH:60])[C:56]([CH3:58])([CH3:57])[CH2:55][O:54][P:51]([OH:53])(=[O:52])[O:50][P:47]([OH:49])(=[O:48])[O:46][CH2:45][C@H:44]1[O:72][C@@H:35]([N:73]2[C:82]3[N:81]=[CH:80][N:79]=[C:77]([NH2:78])[C:76]=3[N:75]=[CH:74]2)[C@H:36]([OH:37])[C@@H:38]1[O:39][P:40]([OH:43])([OH:42])=[O:41])=[O:87] |f:1.2.3,6.7|. Procedure details: (R)-3-hydroxyoctanoyl-CoA was synthesized according to Rehm B. H. A., Kruger N., Steinbuchel A., Journal of Biological Chemistry, 273, p. 24044-24051, 1998 with slight changes as described below. Acyl-CoA synthetic enzyme (available from Sigma Co.) was dissolved in a Tris-HCl buffer (50 mM, pH 7.5) containing 2 mM ATP, 5 mM MgCl2, 2 mM coenzyme A, and 2 mM (R)-3-hydroxyoctanoate to concentration of 0.1 mU/μl. The mixture was retained in a warm bath at 37° C. and was sampled suitably to analyze p... The product is c1ccc(-c2cnc(Nc3ccc4c(c3)OCCO4)nc2Nc2ccc3c(c2)OCCO3)cc1. Reactants: Brc1cnc(Nc2ccc3c(c2)OCCO3)nc1Nc1ccc2c(c1)OCCO2, COCCOC, CCOC(C)=O, OB(O)c1ccccc1. Reaction SMILES: [CH2:1]1[O:2][c:3]2[cH:4][c:5]([NH:11][c:12]3[n:13][cH:14][c:15]([Br:29])[c:16]([NH:18][c:19]4[cH:20][c:21]5[c:22]([cH:23][cH:24]4)[O:25][CH2:26][CH2:27][O:28]5)[n:17]3)[cH:6][cH:7][c:8]2[O:9][CH2:10]1.[CH3:39][O:40][CH2:41][CH2:42][O:43][CH3:44].[CH3:45][CH2:46][O:47][C:48]([CH3:49])=[O:50].[OH:30][B:31]([OH:32])[c:33]1[cH:34][cH:35][cH:36][cH:37][cH:38]1>>[CH2:1]1[O:2][c:3]2[cH:4][c:5]([NH:11][c:12]3[n:13][cH:14][c:15](-[c:33]4[cH:34][cH:35][cH:36][cH:37][cH:38]4)[c:16]([NH:18][c:19]4[cH:20][c:21]5[c:22]([cH:23][cH:24]4)[O:25][CH2:26][CH2:27][O:28]5)[n:17]3)[cH:6][cH:7][c:8]2[O:9][CH2:10]1.